The task is: describe an organic reaction: reactants, conditions, products, and yield. This data is from the Open Reaction Database (ORD), a public repository of structured organic reaction records. Starting materials: ClC1=NC=CN=C1 (Chloropyrazine), C1(=CC=CC=C1)[Mg]Br (phenylmagnesium bromide). The reagents and catalysts are C1=CC=C(C=C1)P(CCP(C2=CC=CC=C2)C3=CC=CC=C3)C4=CC=CC=C4.Cl[Ni]Cl ([1,2-bis(diphenylphosphino)ethane]nickel(II) chloride). Run in C1CCOC1 (THF). Reaction conditions: time 80 minute. Product: C1(=CC=CC=C1)C1=NC=CN=C1 (2-phenylpyrazine). Yield: 39.0%. As a reaction SMILES: Cl[C:2]1[CH:7]=[N:6][CH:5]=[CH:4][N:3]=1.[C:8]1([Mg]Br)[CH:13]=[CH:12][CH:11]=[CH:10][CH:9]=1>C1COCC1.C1C=CC(P(C2C=CC=CC=2)CCP(C2C=CC=CC=2)C2C=CC=CC=2)=CC=1.Cl[Ni]Cl>[C:8]1([C:2]2[CH:7]=[N:6][CH:5]=[CH:4][N:3]=2)[CH:13]=[CH:12][CH:11]=[CH:10][CH:9]=1 |f:3.4|. Reported procedure: Chloropyrazine (20.68 gram, 177 mmol) and [1,2-bis(diphenylphosphino)ethane]nickel(II) chloride (41.08 gram, 77.8 mmol) in dry THF (1.5 liter) were mixed and stirred for 80 minutes in a flask (cooled with a water bath) under nitrogen. A solution of phenylmagnesium bromide (3M in Et2O) (103 ml, 309 mmol) was added slowly through a dropping funnel into the cooled brick-red slurry at room temperature under nitrogen over 3.5 hours. After stirring at room temperature overnight, TLC showed that the re... Starting materials: crude product, CC1=C(C(=CC(=C1)[N+](=O)[O-])C)N1C(C(=CC=C1)C(C(=O)OCC)C(=O)OCC)=O (diethyl [1-(2,6-dimethyl-4-nitrophenyl)-2-oxo-1,2-dihydropyridin-3-yl]malonate), O1CCOCC1 (dioxane), [OH-].[Na+] (sodium hydroxide). The solvent is O (water), O (water). Conditions: temperature 45 celsius, time 90 minute. The product is CC1=C(C(=CC(=C1)[N+](=O)[O-])C)N1C(C(=CC=C1)CC(=O)O)=O ([1-(2,6-dimethyl-4-nitrophenyl)-2-oxo-1,2-dihydropyridin-3-yl]acetic acid). As a reaction SMILES: [CH3:1][C:2]1[CH:7]=[C:6]([N+:8]([O-:10])=[O:9])[CH:5]=[C:4]([CH3:11])[C:3]=1[N:12]1[CH:17]=[CH:16][CH:15]=[C:14]([CH:18](C(OCC)=O)[C:19]([O:21]CC)=[O:20])[C:13]1=[O:29].O1CCOCC1.[OH-].[Na+]>O>[CH3:11][C:4]1[CH:5]=[C:6]([N+:8]([O-:10])=[O:9])[CH:7]=[C:2]([CH3:1])[C:3]=1[N:12]1[CH:17]=[CH:16][CH:15]=[C:14]([CH2:18][C:19]([OH:21])=[O:20])[C:13]1=[O:29] |f:2.3|. Procedure details: The crude product solution of diethyl [1-(2,6-dimethyl-4-nitrophenyl)-2-oxo-1,2-dihydropyridin-3-yl]malonate in dioxane (maximum 108 mmol) was introduced as initial charge in 350 ml of water, and 35 ml of concentrated sodium hydroxide solution were slowly added. The reaction mixture was stirred for 90 min at 45° C. After cooling to RT, 100 ml of water were added, followed by washing three times with dichloromethane, and the aqueous phase (pH=14) was admixed with 270 ml of dichloromethane. At 10-... Starting materials: CC=1C=C(N=C(N1)NS(=O)(=O)C=2C=CC(=CC2)N)C (sulfamethazine), C(C1=CC=CC=C1)Br (benzyl bromide), C([O-])([O-])=O.[Cs+].[Cs+] (Caesium carbonate). Solvent: CO (methanol). Yields the product C(C1=CC=CC=C1)NC1=CC=C(C=C1)S(=O)(=O)NC1=NC(=CC(=N1)C)C (4-Benzylamino-N-(4,6-dimethylpyrimidin-2-yl)-benzenesulfonamide). Reaction SMILES: [CH3:1][C:2]1[CH:3]=[C:4]([CH3:19])[N:5]=[C:6]([NH:8][S:9]([C:12]2[CH:13]=[CH:14][C:15]([NH2:18])=[CH:16][CH:17]=2)(=[O:11])=[O:10])[N:7]=1.[CH2:20](Br)[C:21]1[CH:26]=[CH:25][CH:24]=[CH:23][CH:22]=1.C(=O)([O-])[O-].[Cs+].[Cs+]>CO>[CH2:20]([NH:18][C:15]1[CH:16]=[CH:17][C:12]([S:9]([NH:8][C:6]2[N:5]=[C:4]([CH3:19])[CH:3]=[C:2]([CH3:1])[N:7]=2)(=[O:11])=[O:10])=[CH:13][CH:14]=1)[C:21]1[CH:26]=[CH:25][CH:24]=[CH:23][CH:22]=1 |f:2.3.4|. Reported procedure: 100 mg (0.36 mmol) sulfamethazine and 70.8 μl (0.60 mmol) benzyl bromide were dissolved in 4 ml methanol. Caesium carbonate (113.4 mg, 0.35 mmol) was added and solution was refluxed overnight with stirring. The reaction mixture was then evaporated to dryness, and purified on silica using gradient elution (chloroform to 2% methanol in chloroform) to obtain white crystals in a yield similar to that described in example 1 for step III. 1H NMR (CDCl3, 500 MHz): 7.93 (2H, m), 7.31 (5H, m), 6.58 (3H, ... Reactants: C1(=C(C(=CC(=C1)C)C)CC#N)C (mesitylacetonitrile), [H-].[Na+] (sodium hydride), CC1=NC(=C(C(=N1)Cl)C)Cl (2,5-Dimethyl-4,6-dichloropyrimidine). Run in C1CCOC1 (THF). Run at time 40 minute. The product is ClC1=C(C(=NC(=N1)C)C(C#N)C1=C(C=C(C=C1C)C)C)C ((6-Chloro-2,5-dimethylpyrimidin-4-yl)-(2,4,6-trimethylphenyl)-acetonitrile). Isolated yield 106.3%. Reaction SMILES: [C:1]1([CH3:12])[CH:6]=[C:5]([CH3:7])[CH:4]=[C:3]([CH3:8])[C:2]=1[CH2:9][C:10]#[N:11].[H-].[Na+].[CH3:15][C:16]1[N:21]=[C:20](Cl)[C:19]([CH3:23])=[C:18]([Cl:24])[N:17]=1>C1COCC1>[Cl:24][C:18]1[N:17]=[C:16]([CH3:15])[N:21]=[C:20]([CH:9]([C:2]2[C:3]([CH3:8])=[CH:4][C:5]([CH3:7])=[CH:6][C:1]=2[CH3:12])[C:10]#[N:11])[C:19]=1[CH3:23] |f:1.2|. Procedure: To a solution of mesitylacetonitrile (0.900 g, 5.65 mmol) in 8 ml dry THF was added sodium hydride (60% in oil, 0.250 g, 6.21 mmol) and the mixture was stirred at room temperature for 40 minutes. 2,5-Dimethyl-4,6-dichloropyrimidine (1.000 g, 5.65 mmol) was added and the resulting mixture was heated at reflux for 5 hours. The mixture was quenched with water and extracted with ethyl acetate. The organic layer was dried and concentrated to give 1.800 g of a yellow oil. The oil residue was purified ... Starting materials: CC(C)(C)OC(=O)N1CCC(N)CC1, Cc1ccccc1, O=C(C=Cc1ccccc1)C=Cc1ccccc1, O=C(C=Cc1ccccc1)C=Cc1ccccc1, O=C(C=Cc1ccccc1)C=Cc1ccccc1, Clc1ccc2cccc(Cl)c2n1, [Pd], [Pd]. The product is CC(C)(C)OC(=O)N1CCC(Nc2ccc3cccc(Cl)c3n2)CC1. Reaction SMILES: [C:13]([CH3:14])([CH3:15])([CH3:16])[O:17][C:18](=[O:19])[N:20]1[CH2:21][CH2:22][CH:23]([NH2:26])[CH2:24][CH2:25]1.[CH3:27][c:28]1[cH:29][cH:30][cH:31][cH:32][cH:33]1.[CH:36](=[CH:37][C:38]([CH:39]=[CH:40][c:41]1[cH:42][cH:43][cH:44][cH:45][cH:46]1)=[O:47])[c:48]1[cH:49][cH:50][cH:51][cH:52][cH:53]1.[CH:54](=[CH:55][C:56]([CH:57]=[CH:58][c:59]1[cH:60][cH:61][cH:62][cH:63][cH:64]1)=[O:65])[c:66]1[cH:67][cH:68][cH:69][cH:70][cH:71]1.[CH:72](=[CH:73][C:74]([CH:75]=[CH:76][c:77]1[cH:78][cH:79][cH:80][cH:81][cH:82]1)=[O:83])[c:84]1[cH:85][cH:86][cH:87][cH:88][cH:89]1.[Cl:1][c:2]1[n:3][c:4]2[c:5]([Cl:12])[cH:6][cH:7][cH:8][c:9]2[cH:10][cH:11]1.[Pd:34].[Pd:35]>>[c:2]1([NH:26][CH:23]2[CH2:22][CH2:21][N:20]([C:18]([O:17][C:13]([CH3:14])([CH3:15])[CH3:16])=[O:19])[CH2:25][CH2:24]2)[n:3][c:4]2[c:5]([Cl:12])[cH:6][cH:7][cH:8][c:9]2[cH:10][cH:11]1.